Dataset: the Open Reaction Database (ORD), a public repository of structured organic reaction records. Task: describe an organic reaction: reactants, conditions, products, and yield Reactants: BrC=1C=C(C=C(C1OC)I)N=NN1CCCC1 (1-((3-Bromo-5-iodo-4-methoxyphenyl)diazenyl)pyrrolidine), CC1(OB(OC1(C)C)C=1OC(=CC1)C)C (4,4,5,5-tetramethyl-2-(5-methylfuran-2-yl)-1,3,2-dioxaborolane). Yields the product BrC=1C=C(C=C(C1OC)C=1OC(=CC1)C)/N=N/N1CCCC1 ((E)-1-((3-bromo-4-methoxy-5-(5-methylfuran-2-yl)phenyl)diazenyl)pyrrolidine). Reaction SMILES: [Br:1][C:2]1[CH:3]=[C:4]([N:11]=[N:12][N:13]2[CH2:17][CH2:16][CH2:15][CH2:14]2)[CH:5]=[C:6](I)[C:7]=1[O:8][CH3:9].CC1(C)C(C)(C)OB([C:26]2[O:27][C:28]([CH3:31])=[CH:29][CH:30]=2)O1>>[Br:1][C:2]1[CH:3]=[C:4](/[N:11]=[N:12]/[N:13]2[CH2:17][CH2:16][CH2:15][CH2:14]2)[CH:5]=[C:6]([C:26]2[O:27][C:28]([CH3:31])=[CH:29][CH:30]=2)[C:7]=1[O:8][CH3:9]. Procedure: 1-((3-Bromo-5-iodo-4-methoxyphenyl)diazenyl)pyrrolidine (0.15 g, 0.366 mmol) and 4,4,5,5-tetramethyl-2-(5-methylfuran-2-yl)-1,3,2-dioxaborolane (0.076 g, 0.366 mmol), were reacted in the same manner as Example 1 Part B for 18 hours to give crude product which was purified on an Isco 12 g silica cartridge eluting with ethyl acetate/hexane (0% to 25%) to give the title compound. Reactants: CC1(C)SC(C)(C)C1N, [Na+], [OH-], O. Product: CC1(C)C(N)C(C)(C)S1(=O)=O. RXN SMILES: [NH2:1][CH:2]1[C:3]([CH3:8])([CH3:9])[S:4][C:5]1([CH3:6])[CH3:7].[Na+:11].[OH-:10].[OH2:12]>>[NH2:1][CH:2]1[C:3]([CH3:8])([CH3:9])[S:4](=[O:10])(=[O:12])[C:5]1([CH3:6])[CH3:7]. Reactants: ClC1=CC=C(C=C1)S(=O)(=O)CC=1N=C(OC1C)C1=CC=C(C(=O)OC)C=C1 (Methyl 4-(4-{[(4-Chlorophenyl)sulfonyl]methyl}-5-methyl-1,3-oxazol-2-yl)benzoate), Cl (HCl). Yields the product ClC1=CC=C(C=C1)S(=O)(=O)CC=1N=C(OC1C)C1=CC=C(C(=O)O)C=C1 (4-(4-{[(4-Chlorophenyl)sulfonyl]methyl}-5-methyl-1,3-oxazol-2-yl)benzoic Acid). Isolated yield 100.2%. RXN SMILES: [Cl:1][C:2]1[CH:7]=[CH:6][C:5]([S:8]([CH2:11][C:12]2[N:13]=[C:14]([C:18]3[CH:27]=[CH:26][C:21]([C:22]([O:24]C)=[O:23])=[CH:20][CH:19]=3)[O:15][C:16]=2[CH3:17])(=[O:10])=[O:9])=[CH:4][CH:3]=1.Cl>>[Cl:1][C:2]1[CH:7]=[CH:6][C:5]([S:8]([CH2:11][C:12]2[N:13]=[C:14]([C:18]3[CH:19]=[CH:20][C:21]([C:22]([OH:24])=[O:23])=[CH:26][CH:27]=3)[O:15][C:16]=2[CH3:17])(=[O:9])=[O:10])=[CH:4][CH:3]=1. Procedure details: Reaction of benzoate 19 (217 mg, 0.53 mmol) and 6 M HCl (5 mL) gave acid 20 (208 mg, 100%) as a white solid: mp (H2O) 268-271° C.; 1H NMR [(CD3)2SO] δ 13.18 (br s, 1H, CO2H), 8.04 (dd, J=8.6, 1.8 Hz, 2H, H-2, H-6), 7.90 (br dd, J=8.6, 1.8 Hz, 2H, H-3, H-5), 7.81 (ddd, J=8.7, 2.4, 2.0 Hz, 2H, H-2′, H-6′), 7.70 (ddd, J=8.7, 2.4, 2.0 Hz, 2H, H-3′, H-5′), 4.74 (s, 2H, CH2SO2), 2.21 (s, 3H, CH3); MS m/z 393.2 (MH+, 100%), 393.0 (MH+, 35%). Anal. calcd for C18H14ClNO5S: C, 55.18; H, 3.60; N, 3.57. Fou... Starting materials: COC(=O)C1=NC(=C2N=CN(C2=N1)[C@H]1C=C[C@H](C1)O)NCC(C1=CC=CC=C1)C1=CC=CC=C1 (6-(2,2-Diphenyl-ethylamino)-9-((1R,4S)-4-hydroxy-cyclopent-2-enyl)-9H-purine-2-carboxylic acid methyl ester), N1=CC=CC=C1 (pyridine), ClC(=O)OCC (Ethyl chloroformate). Run in O1CCCC1 (tetrahydrofuran). Reaction conditions: time 3 hour. Product: COC(=O)C1=NC(=C2N=CN(C2=N1)[C@H]1C=C[C@H](C1)OC(=O)OCC)NCC(C1=CC=CC=C1)C1=CC=CC=C1 (6-(2,2-Diphenyl-ethylamino)-9-((1R,4S)-4-ethoxycarbonyloxy-cyclopent-2-enyl)-9H-purine-2-carboxylic acid methyl ester). As a reaction SMILES: [CH3:1][O:2][C:3]([C:5]1[N:13]=[C:12]2[C:8]([N:9]=[CH:10][N:11]2[C@@H:14]2[CH2:18][C@H:17]([OH:19])[CH:16]=[CH:15]2)=[C:7]([NH:20][CH2:21][CH:22]([C:29]2[CH:34]=[CH:33][CH:32]=[CH:31][CH:30]=2)[C:23]2[CH:28]=[CH:27][CH:26]=[CH:25][CH:24]=2)[N:6]=1)=[O:4].N1C=CC=CC=1.Cl[C:42]([O:44][CH2:45][CH3:46])=[O:43]>O1CCCC1>[CH3:1][O:2][C:3]([C:5]1[N:13]=[C:12]2[C:8]([N:9]=[CH:10][N:11]2[C@@H:14]2[CH2:18][C@H:17]([O:19][C:42]([O:44][CH2:45][CH3:46])=[O:43])[CH:16]=[CH:15]2)=[C:7]([NH:20][CH2:21][CH:22]([C:29]2[CH:30]=[CH:31][CH:32]=[CH:33][CH:34]=2)[C:23]2[CH:24]=[CH:25][CH:26]=[CH:27][CH:28]=2)[N:6]=1)=[O:4]. Reported procedure: 6-(2,2-Diphenyl-ethylamino)-9-((1R,4S)-4-hydroxy-cyclopent-2-enyl)-9H-purine-2-carboxylic acid methyl ester (2.80 g, 6.14 mmol) is placed in an oven-dried flask under an atmosphere of argon. Dry tetrahydrofuran (30 ml) is added followed by dry pyridine (0.97 g, 12.3 mmol). Ethyl chloroformate (2.66 g, 24.6 mmol) is added slowly and the reaction mixture is stirred at room temperature. The reaction is shown to be complete by LCMS after 3 hours. The solvent is removed in vacuo and the residue is pa... The reactants are C(C1=CC=CC=C1)OC1=CC=C(C=C1)C1=C(C=CC(=C1)O)C=1OC2=C(C1)C=C(C=C2)O (2-(4′-Benzyloxy-5-hydroxy-biphenyl-2-yl)-benzofuran-5-ol), C1=CC=CCC1 (cyclohexadiene). The reagents and catalysts are [Pd] (Pd/C). Run in CO (MeOH). Run at time 24 hour. Product: OC=1C=CC2=C(C=C(O2)C2=CC=C(C=C2C2=CC=C(C=C2)O)O)C1 (6-(5-Hydroxy-benzofuran-2-yl)-biphenyl-3,4′-diol). Isolated yield 47.1%. As a reaction SMILES: C([O:8][C:9]1[CH:14]=[CH:13][C:12]([C:15]2[CH:20]=[C:19]([OH:21])[CH:18]=[CH:17][C:16]=2[C:22]2[O:23][C:24]3[CH:30]=[CH:29][C:28]([OH:31])=[CH:27][C:25]=3[CH:26]=2)=[CH:11][CH:10]=1)C1C=CC=CC=1.C1CCC=CC=1>CO.[Pd]>[OH:31][C:28]1[CH:29]=[CH:30][C:24]2[O:23][C:22]([C:16]3[C:15]([C:12]4[CH:11]=[CH:10][C:9]([OH:8])=[CH:14][CH:13]=4)=[CH:20][C:19]([OH:21])=[CH:18][CH:17]=3)=[CH:26][C:25]=2[CH:27]=1. Reported procedure: A solution of 104 (0.13 g, 0.32 mmol) in MeOH (10 mL) was treated with 0.2 g 10% Pd/C and cyclohexadiene (1 mL) and stirred at rt for 24 h. The reaction was filtered through a bed of Celite, concentrated and chromatographed on silica gel (1:1 EtOAc/hexanes) and the product was obtained as an oil which crystallized upon addition of CH2Cl2 to yield 48 mg of yellowish needles: Mp=238-239° C.; 1H NMR (DMSO-d6) δ 9.87 (brs, 1 H), 9.54 (brs, 1 H), 9.08 (br s, 1 H), 7.64 (d, 1 H, J=8.5 Hz), 7.21 (d, 1H... Starting materials: IC1=CC=CC=C1S(=O)(N)=O, OB(O)C1=CC=C(C(F)(F)F)C=C1. The reagents and catalysts are [F-].[Cs+], CC(=O)[O-].CC(=O)[O-].[Cu+2]. Run in ClCCCl, ClCCCl. Conditions: temperature 60 celsius, time 18 hour. Product: IC1=CC=CC=C1S(=O)(NC2=CC=C(C(F)(F)F)C=C2)=O, IC1=CC=CC=C1S(=O)(N(C2=CC=C(C(F)(F)F)C=C2)C3=CC=C(C(F)(F)F)C=C3)=O. The yield is 0.4%. Reported procedure: Reactions were run in 8 x 30 mm glass vial inserts in 96 well-plate Para-dox Aluminum Reaction Blocks. The reaction components were dosed according to the design shown in Figure S2 and Figure S3. First, the catalysts (2 umol per vial) and solid bases (20 umol per vial) were added by dosing 50 uL each of a stock solution in 1,2-dichloroethane (40 mM for catalysts, 0.4 M for bases) via single-channel pipette. The 1,2-dichloroethane was then removed via centrifugal evaporation using a Genevac EZ-2 ... Starting materials: O=C([O-])O, Cc1ccccc1-c1nnc(C2(N)CCCC2)n1C, CCN(C(C)C)C(C)C, ClC(Cl)Cl, [Na+], O=C=Nc1ccccc1. Product: Cc1ccccc1-c1nnc(C2(NC(=O)Nc3ccccc3)CCCC2)n1C. RXN SMILES: [C:42](=[O:43])([OH:44])[O-:45].[CH3:1][n:2]1[c:3]([C:14]2([NH2:19])[CH2:15][CH2:16][CH2:17][CH2:18]2)[n:4][n:5][c:6]1-[c:7]1[c:8]([CH3:13])[cH:9][cH:10][cH:11][cH:12]1.[CH:20]([N:21]([CH:22]([CH3:23])[CH3:24])[CH2:25][CH3:26])([CH3:27])[CH3:28].[CH:38]([Cl:39])([Cl:40])[Cl:41].[Na+:46].[O:29]=[C:30]=[N:31][c:32]1[cH:33][cH:34][cH:35][cH:36][cH:37]1>>[CH3:1][n:2]1[c:3]([C:14]2([NH:19][C:30](=[O:29])[NH:31][c:32]3[cH:33][cH:34][cH:35][cH:36][cH:37]3)[CH2:15][CH2:16][CH2:17][CH2:18]2)[n:4][n:5][c:6]1-[c:7]1[c:8]([CH3:13])[cH:9][cH:10][cH:11][cH:12]1.